From a dataset of the Open Reaction Database (ORD), a public repository of structured organic reaction records. describe an organic reaction: reactants, conditions, products, and yield Starting materials: ClCCN1C=NC2=C1C=CC=C2 (1-(2-chloroethyl)benzimidazole), [H-].[Na+] (sodium hydride). Run in O1CCCC1 (tetrahydrofuran). Conditions: time 3 hour. Yields the product C(=C)N1C=NC2=C1C=CC=C2 (1-vinylbenzimidazole). Yield: 96.1%. As a reaction SMILES: Cl[CH2:2][CH2:3][N:4]1[C:8]2[CH:9]=[CH:10][CH:11]=[CH:12][C:7]=2[N:6]=[CH:5]1.[H-].[Na+]>O1CCCC1>[CH:3]([N:4]1[C:8]2[CH:9]=[CH:10][CH:11]=[CH:12][C:7]=2[N:6]=[CH:5]1)=[CH2:2] |f:1.2|. Procedure: To 3.61 g (20 mmoles) of 1-(2-chloroethyl)benzimidazole in 50 ml of tetrahydrofuran was added in portions 960 mg (20 mmoles) of 50% sodium hydride and the mixture allowed to stir for 3 hours. The solids were filtered, washed with tetrahydrofuran and the washings and filtrate evaporated to dryness. The residue was dissolved in acetonitrile, washed with hexane and the acetonitrile concentrated to give 2.77 g of product as a yellow oil.